This data is from the Open Reaction Database (ORD), a public repository of structured organic reaction records. The task is: describe an organic reaction: reactants, conditions, products, and yield The reactants are C1CCC2=NCCCN2CC1, CCOC(=O)Nc1nc2ccc(C)cc2nc1OC, C1CCOC1, c1ccc(N2CCNCC2)cc1. Yields the product COc1nc2cc(C)ccc2nc1NC(=O)N1CCN(c2ccccc2)CC1. RXN SMILES: [CH2:32]1[CH2:33][CH2:34][C:35]2=[N:40][CH2:39][CH2:38][CH2:37][N:36]2[CH2:41][CH2:42]1.[CH3:1][O:2][c:3]1[c:4]([NH:14][C:15]([O:16][CH2:17][CH3:18])=[O:19])[n:5][c:6]2[cH:7][cH:8][c:9]([CH3:13])[cH:10][c:11]2[n:12]1.[O:43]1[CH2:44][CH2:45][CH2:46][CH2:47]1.[c:20]1([N:26]2[CH2:27][CH2:28][NH:29][CH2:30][CH2:31]2)[cH:21][cH:22][cH:23][cH:24][cH:25]1>>[CH3:1][O:2][c:3]1[c:4]([NH:14][C:15](=[O:19])[N:29]2[CH2:28][CH2:27][N:26]([c:20]3[cH:21][cH:22][cH:23][cH:24][cH:25]3)[CH2:31][CH2:30]2)[n:5][c:6]2[cH:7][cH:8][c:9]([CH3:13])[cH:10][c:11]2[n:12]1. The reactants are NC1CCN(CC1)CC12C3=CC=CC=C3C(C=3C=CC=CC13)C2 (4-amino-1-(9,10-dihydro-9,10-methanoanthracen-9-ylmethyl)piperidine), ClC1=NC=C(C=N1)I (2-chloro-5-iodopyrimidine). Yields the product C1=CC=CC=2C3C4=CC=CC=C4C(C12)(C3)CN3CCC(CC3)NC3=NC=C(C=N3)I (2-[1-(9,10-Dihydro-9,10-methanoanthracen-9-ylmethyl)-4-piperidylamino]-5-iodopyrimidine), solid. Yield: 100.0%. As a reaction SMILES: [NH2:1][CH:2]1[CH2:7][CH2:6][N:5]([CH2:8][C:9]23[CH2:23][CH:16]([C:17]4[CH:18]=[CH:19][CH:20]=[CH:21][C:22]=42)[C:15]2[C:10]3=[CH:11][CH:12]=[CH:13][CH:14]=2)[CH2:4][CH2:3]1.Cl[C:25]1[N:30]=[CH:29][C:28]([I:31])=[CH:27][N:26]=1>>[CH:21]1[C:22]2[C:9]3([CH2:8][N:5]4[CH2:6][CH2:7][CH:2]([NH:1][C:25]5[N:30]=[CH:29][C:28]([I:31])=[CH:27][N:26]=5)[CH2:3][CH2:4]4)[CH2:23][CH:16]([C:15]4[C:10]3=[CH:11][CH:12]=[CH:13][CH:14]=4)[C:17]=2[CH:18]=[CH:19][CH:20]=1. Procedure: Using a procedure similar to that described in Example 86 except starting with 4-amino-1-(9,10-dihydro-9,10-methanoanthracen-9-ylmethyl)piperidine (prepared as described in Example 8b) and 2-chloro-5-iodopyrimidine, the title compound was obtained as a white solid (100%), mp 240° C. (dec); MS(CI): 509 (M+H); NMR (300 MHz, DMSO-d6): 9.95(br s, 1H), 8.50-8.45(m, 2H), 7.68(b, 1H), 7.37-7.32(m, 4H), 7.03-6.95(m, 4H), 4.45(s, 1H), 4.35-4.31(m, 2H), 4.18-3.80(br m, 1H), 3.58-3.38(m, 4H), 2.73(s, 2H), ...